Dataset: the Open Reaction Database (ORD), a public repository of structured organic reaction records. Task: describe an organic reaction: reactants, conditions, products, and yield The reactants are C(C)(C)OCC1CO1 (2,3-Epoxypropyl isopropyl ether), [H-].[Na+] (sodium hydride), CCCCCCCCCCCCS (n-dodecylthiol). Run in O1CCCC1 (tetrahydrofuran), O1CCCC1 (tetrahydrofuran). Conditions: temperature 60 celsius. The product is C(CCCCCCCCCCC)SCC(COC(C)C)O (1-(n-dodecylthio)-3-isopropoxy-2-propanol). Reaction SMILES: [CH:1]([O:4][CH2:5][CH:6]1[O:8][CH2:7]1)([CH3:3])[CH3:2].[H-].[Na+].[CH3:11][CH2:12][CH2:13][CH2:14][CH2:15][CH2:16][CH2:17][CH2:18][CH2:19][CH2:20][CH2:21][CH2:22][SH:23]>O1CCCC1>[CH2:22]([S:23][CH2:7][CH:6]([OH:8])[CH2:5][O:4][CH:1]([CH3:2])[CH3:3])[CH2:21][CH2:20][CH2:19][CH2:18][CH2:17][CH2:16][CH2:15][CH2:14][CH2:13][CH2:12][CH3:11] |f:1.2|. Reported procedure: 2,3-Epoxypropyl isopropyl ether (1.16 g.) in several ml. of dry tetrahydrofuran is added to a stirred suspension formed by the addition of 50 mg. of sodium hydride (56% dispersion in mineral oil) to 2.2 g. 8. of n-dodecylthiol in 50 ml. tetrahydrofuran. The mixture is then stirred at 60° C. After approximately 4 hours the solvent is removed from the reaction mixture and 20 ml. of water is added to the residue. The resultant aqueous mixture is extracted with ether and the ether extracts washed wi... Starting materials: Brc1ccccc1, C1CCOC1, Cc1c(C=O)c2c(c(C)c1NC(=O)CC(C)(C)C)C(c1ccc(C(C)C)cc1)CO2, I, [Mg]. The product is Cc1c(NC(=O)CC(C)(C)C)c(C)c2c(c1C(O)c1ccccc1)OCC2c1ccc(C(C)C)cc1. Reaction SMILES: [Br:1][c:2]1[cH:3][cH:4][cH:5][cH:6][cH:7]1.[CH2:40]1[O:41][CH2:42][CH2:43][CH2:44]1.[CH:10](=[O:11])[c:12]1[c:13]([CH3:39])[c:14]([NH:31][C:32]([CH2:33][C:34]([CH3:35])([CH3:36])[CH3:37])=[O:38])[c:15]([CH3:30])[c:16]2[c:20]1[O:19][CH2:18][CH:17]2[c:21]1[cH:22][cH:23][c:24]([CH:27]([CH3:28])[CH3:29])[cH:25][cH:26]1.[I:9].[Mg:8]>>[c:2]1([CH:10]([OH:11])[c:12]2[c:13]([CH3:39])[c:14]([NH:31][C:32]([CH2:33][C:34]([CH3:35])([CH3:36])[CH3:37])=[O:38])[c:15]([CH3:30])[c:16]3[c:20]2[O:19][CH2:18][CH:17]3[c:21]2[cH:22][cH:23][c:24]([CH:27]([CH3:28])[CH3:29])[cH:25][cH:26]2)[cH:3][cH:4][cH:5][cH:6][cH:7]1. Reactants: Compound A, C(CCC)[Sn](C=1C=NC=CC1)(CCCC)CCCC (3-(tributylstannyl)pyridine), Cl.BrC=1C=CC2=C(CN(CCN2CC=2N=CNC2)C(=O)C2=CC=CC3=CC=CC=C23)C1 (7-Bromo-2,3,4,5-tetrahydro-1-(1H-imidazol-4-ylmethyl)-4-(1-naphthalenylcarbonyl)-1H-1,4-benzodiazepine, hydrochloride). Yields the product Cl.Cl.Cl.N1C=NC(=C1)CN1CCN(CC2=C1C=CC(=C2)C=2C=NC=CC2)C(=O)C2=CC=CC1=CC=CC=C21 (2,3,4,5-Tetrahydro-1-(1H-imidazol-4-ylmethyl)-4-(1-naphthalenylcarbonyl)-7-(3-pyridinyl)-1H-1,4-benzodiazepine, trihydrochloride). Yield: 8.0%. Reaction SMILES: C([Sn](CCCC)(CCCC)[C:6]1[CH:7]=[N:8][CH:9]=[CH:10][CH:11]=1)CCC.[ClH:20].Br[C:22]1[CH:23]=[CH:24][C:25]2[N:31]([CH2:32][C:33]3[N:34]=[CH:35][NH:36][CH:37]=3)[CH2:30][CH2:29][N:28]([C:38]([C:40]3[C:49]4[C:44](=[CH:45][CH:46]=[CH:47][CH:48]=4)[CH:43]=[CH:42][CH:41]=3)=[O:39])[CH2:27][C:26]=2[CH:50]=1>>[ClH:20].[ClH:20].[ClH:20].[NH:36]1[CH:37]=[C:33]([CH2:32][N:31]2[C:25]3[CH:24]=[CH:23][C:22]([C:6]4[CH:7]=[N:8][CH:9]=[CH:10][CH:11]=4)=[CH:50][C:26]=3[CH2:27][N:28]([C:38]([C:40]3[C:49]4[C:44](=[CH:45][CH:46]=[CH:47][CH:48]=4)[CH:43]=[CH:42][CH:41]=3)=[O:39])[CH2:29][CH2:30]2)[N:34]=[CH:35]1 |f:1.2,3.4.5.6|. Reported procedure: Example 67 was prepared as a yellow solid in 8% yield from Compound A of Example 37 and 3-(tributylstannyl)pyridine as described for Compound B of Example 37.